From a dataset of the Open Reaction Database (ORD), a public repository of structured organic reaction records. describe an organic reaction: reactants, conditions, products, and yield Conditions: temperature 60 celsius, time 48 hour. RXN SMILES: [OH:1][C:2]1[C:7](=[O:8])[CH:6]=[CH:5]O[C:3]=1[CH3:9].[NH2:10][CH2:11][C:12]([OH:14])=[O:13].[OH-].[Na+]>CO>[C:12]([CH2:11][N:10]1[CH:5]=[CH:6][C:7](=[O:8])[C:2]([OH:1])=[C:3]1[CH3:9])([OH:14])=[O:13] |f:2.3|. Yields the product C(=O)(O)CN1C(=C(C(C=C1)=O)O)C (1-Carboxymethyl-3-hydroxy-2-methyl-pyrid-4-one). Procedure: 3-hydroxy-2-methyl-4-pyrone (15 g) in methanol (250 ml) is added to an aqueous mixture (200 ml) containing glycine (7.7 g) and sodium hydroxide (10 g) with pH adjusted to 11.0, heated to 60° C. and kept with stirring under reflux conditions for 48 h. The mixture is rotary evaporated to oily residue which is made up to 100 ml with water and extracted (2×) with equal volumes of ethyl acetate. The aqueous fraction acidified with HCl to pH 1.8 to give an almost white precipitate with a yellowish hue... The solvent is CO (methanol). The reactants are OC1=C(OC=CC1=O)C (3-hydroxy-2-methyl-4-pyrone), mixture, NCC(=O)O (glycine), [OH-].[Na+] (sodium hydroxide). Starting materials: CC(=O)c1cc(NC(=O)C(F)(F)F)cc(S(F)(F)(F)(F)F)c1, CC#N, O, O=S(=O)(O)O. The product is CC(=O)c1cc(N)cc(S(F)(F)(F)(F)F)c1. Reaction SMILES: [C:1]([CH3:2])(=[O:3])[c:4]1[cH:5][c:6]([NH:16][C:17](=[O:18])[C:19]([F:20])([F:21])[F:22])[cH:7][c:8]([S:10]([F:11])([F:12])([F:13])([F:14])[F:15])[cH:9]1.[CH3:29][C:30]#[N:31].[OH2:28].[S:23](=[O:24])(=[O:25])([OH:26])[OH:27]>>[C:1]([CH3:2])(=[O:3])[c:4]1[cH:5][c:6]([NH2:16])[cH:7][c:8]([S:10]([F:11])([F:12])([F:13])([F:14])[F:15])[cH:9]1. Solvent: CC(=O)C (acetone). Product: n-phenyl maleimide, CC1(OCC(O1)C=C)C (2,2-dimethyl-4-vinyl-1,3-dioxolane). Procedure: The maleamic acid copolymer of Example 8 was cyclized as follows. The procedure described in Example 8 was repeated, but prior to precipitation pyridine (2 grams, 25 mmol) was added, the solution stirred for 15 minutes, followed by the addition of 3 grams (29 mmol) of acetic anhydride. The solution was heated to 50° C. and stirred for 1 hour. The reaction mixture was then diluted with 5 grams acetone and precipitated into a heptane/ethyl ether (2:1) mixture. The solid product was collected using... Reactants: C(C)(=O)OC(C)=O (acetic anhydride), C(\C=C/C(=O)N)(=O)O (maleamic acid), N1=CC=CC=C1 (pyridine). RXN SMILES: [C:1](O)(=O)/[CH:2]=[CH:3]\[C:4](N)=[O:5].N1C=C[CH:12]=[CH:11][CH:10]=1.C(OC(=O)C)(=[O:17])C>CC(C)=O>[CH3:10][C:11]1([CH3:12])[O:17][CH:3]([CH:4]=[CH2:5])[CH2:2][O:1]1. Conditions: temperature 50 celsius, time 15 minute.